Task: describe an organic reaction: reactants, conditions, products, and yield. Dataset: the Open Reaction Database (ORD), a public repository of structured organic reaction records Reactants: ( ε13,900 ), ClCC(=O)NOC(C1=CC=CC=C1)C1=CC=CC=C1 (diphenylmethyl chloroacetohydroxamate), O1C(=CC=C1)/C(/C(=O)O)=N/O (Z-2-(fur-2-yl)-2-hydroxyiminoacetic acid), C(Br)(Br)Br (CHBr3), C(Cl)(Cl)(Cl)Cl.ClCCl (carbon tetrachloride dichloromethane). The solvent is CCO (EtOH), CS(=O)C (DMSO). Yields the product C1(=CC=CC=C1)C(ONC(=O)CO\N=C(/C(=O)O)\C=1OC=CC1)C1=CC=CC=C1 (Z-2-(N-Diphenylmethoxycarbamoylmethoxyimino)-2-(fur-2-yl) acetic acid). Yield: 17.0%. Reaction SMILES: Cl[CH2:2][C:3]([NH:5][O:6][CH:7]([C:14]1[CH:19]=[CH:18][CH:17]=[CH:16][CH:15]=1)[C:8]1[CH:13]=[CH:12][CH:11]=[CH:10][CH:9]=1)=[O:4].[O:20]1[CH:24]=[CH:23][CH:22]=[C:21]1/[C:25](=[N:29]/[OH:30])/[C:26]([OH:28])=[O:27].C(Cl)(Cl)(Cl)Cl.ClCCl.C(Br)(Br)Br>CS(C)=O.CCO>[C:8]1([CH:7]([C:14]2[CH:19]=[CH:18][CH:17]=[CH:16][CH:15]=2)[O:6][NH:5][C:3]([CH2:2][O:30]/[N:29]=[C:25](/[C:21]2[O:20][CH:24]=[CH:23][CH:22]=2)\[C:26]([OH:28])=[O:27])=[O:4])[CH:13]=[CH:12][CH:11]=[CH:10][CH:9]=1 |f:2.3|. Procedure details: This was prepared from diphenylmethyl chloroacetohydroxamate and Z-2-(fur-2-yl)-2-hydroxyiminoacetic acid by the method described in Preparation 4; m.p. 138°-140° (from carbon tetrachloride-dichloromethane), λmax (EtOH) 273.5 nm (ε13,900), νmax (CHBr3) 3350 (NH), ca 3600-2100 (bonded OH), 1750 and 1728 (CO2H), 1690 cm-1 (CONH), τ(DMSO d6) include 2.09, 3.20 and 3.30 (α-furyl), 2.4-2.8 (Ph), 4.00 (Ph2CH), 5 49 (CH2). Yield 17%. The reactants are CN(C)C=O, CN(CCO)c1ncccn1, O=Cc1ccc(F)cc1, [H-], [Na+]. The product is CN(CCOc1ccc(C=O)cc1)c1ncccn1. Reaction SMILES: [CH3:23][N:24]([CH3:25])[CH:26]=[O:27].[CH3:3][N:4]([CH2:5][CH2:6][OH:7])[c:8]1[n:9][cH:10][cH:11][cH:12][n:13]1.[F:14][c:15]1[cH:16][cH:17][c:18]([CH:19]=[O:20])[cH:21][cH:22]1.[H-:1].[Na+:2]>>[CH3:3][N:4]([CH2:5][CH2:6][O:7][c:15]1[cH:16][cH:17][c:18]([CH:19]=[O:20])[cH:21][cH:22]1)[c:8]1[n:9][cH:10][cH:11][cH:12][n:13]1. RXN SMILES: [Br:4][c:5]1[s:6][c:7]2[c:8]([n:9]1)[c:10]([Cl:15])[cH:11][c:12]([Cl:14])[cH:13]2.[CH3:2][Mg+:3].[Cl-:1].[ClH:16].[O:17]1[CH2:18][CH2:19][CH2:20][CH2:21]1>>[cH:5]1[s:6][c:7]2[c:8]([n:9]1)[c:10]([Cl:15])[cH:11][c:12]([Cl:14])[cH:13]2. The reactants are Clc1cc(Cl)c2nc(Br)sc2c1, C[Mg+], [Cl-], Cl, C1CCOC1. Yields the product Clc1cc(Cl)c2ncsc2c1.